From a dataset of the Open Reaction Database (ORD), a public repository of structured organic reaction records. describe an organic reaction: reactants, conditions, products, and yield The reactants are C(C)(=O)C(C(=O)OCC)=CCC (ethyl 2-acetyl-2-pentenoate), BrN1C(CCC1=O)=O (N-bromosuccinimide). Run in C(Cl)(Cl)(Cl)Cl (carbon tetrachloride). Yields the product C(C)(=O)C(C(=O)OCC)=CC(C)Br (ethyl 2-acetyl-4-bromo-2-pentenoate). Yield: 98.2%. RXN SMILES: [C:1]([C:4](=[CH:10][CH2:11][CH3:12])[C:5]([O:7][CH2:8][CH3:9])=[O:6])(=[O:3])[CH3:2].[Br:13]N1C(=O)CCC1=O>C(Cl)(Cl)(Cl)Cl>[C:1]([C:4](=[CH:10][CH:11]([Br:13])[CH3:12])[C:5]([O:7][CH2:8][CH3:9])=[O:6])(=[O:3])[CH3:2]. Procedure: A mixture of 8.06 g (0.047 mole) ethyl 2-acetyl-2-pentenoate and 8.43 g (0.047 mole) N-bromosuccinimide in 50 ml of carbon tetrachloride was heated at reflux for 15 minutes. The mixture was quickly cooled to room temperature, and the succinimide removed by filtration. Concentration of the solution in vacuo afforded 11.5 g (98%) of ethyl 2-acetyl-4-bromo-2-pentenoate. Reactants: O=C1c2ccc(Br)cc2CN1Cc1ccc(Oc2ccccc2)cc1, CN1CCNCC1, CCOC(C)=O, Cc1ccccc1, CCCCCC, c1ccc(P(c2ccccc2)c2ccc3ccccc3c2-c2c(P(c3ccccc3)c3ccccc3)ccc3ccccc23)cc1. The product is CN1CCN(c2ccc3c(c2)CN(Cc2ccc(Oc4ccccc4)cc2)C3=O)CC1. As a reaction SMILES: [Br:1][c:2]1[cH:3][c:4]2[c:8]([cH:9][cH:10]1)[C:7](=[O:11])[N:6]([CH2:12][c:13]1[cH:14][cH:15][c:16]([O:19][c:20]3[cH:21][cH:22][cH:23][cH:24][cH:25]3)[cH:17][cH:18]1)[CH2:5]2.[CH3:26][N:27]1[CH2:28][CH2:29][NH:30][CH2:31][CH2:32]1.[CH3:79][CH2:80][O:81][C:82](=[O:83])[CH3:84].[CH3:85][c:86]1[cH:87][cH:88][cH:89][cH:90][cH:91]1.[CH3:92][CH2:93][CH2:94][CH2:95][CH2:96][CH3:97].[cH:33]1[cH:34][cH:35][c:36]([P:37]([c:38]2[cH:39][cH:40][c:41]3[c:42]([cH:43][cH:44][cH:45][cH:46]3)[c:47]2-[c:48]2[c:49]3[c:50]([cH:51][cH:52][cH:53][cH:54]3)[cH:55][cH:56][c:57]2[P:58]([c:59]2[cH:60][cH:61][cH:62][cH:63][cH:64]2)[c:65]2[cH:66][cH:67][cH:68][cH:69][cH:70]2)[c:71]2[cH:72][cH:73][cH:74][cH:75][cH:76]2)[cH:77][cH:78]1>>[c:2]1([N:30]2[CH2:29][CH2:28][N:27]([CH3:26])[CH2:32][CH2:31]2)[cH:3][c:4]2[c:8]([cH:9][cH:10]1)[C:7](=[O:11])[N:6]([CH2:12][c:13]1[cH:14][cH:15][c:16]([O:19][c:20]3[cH:21][cH:22][cH:23][cH:24][cH:25]3)[cH:17][cH:18]1)[CH2:5]2. Starting materials: NC=1N=CN(C1C(=O)N)CCCC1=CC=CC=C1 (4-amino-1-(3-phenylpropyl)-5-imidazolecarboxamide), C(C1=CN=CC=C1)(=O)O (nicotinic acid). Yields the product C1(=CC=CC=C1)CCCN1C=NC(=C1C(=O)N)NC(=O)C=1C=NC=CC1 (1-(3-phenylpropyl)-4-(3-pyridylcarbonylamino)-5-imidazolecarboxamide). Reaction SMILES: [NH2:1][C:2]1[N:3]=[CH:4][N:5]([CH2:10][CH2:11][CH2:12][C:13]2[CH:18]=[CH:17][CH:16]=[CH:15][CH:14]=2)[C:6]=1[C:7]([NH2:9])=[O:8].[C:19](O)(=[O:26])[C:20]1[CH:25]=[CH:24][CH:23]=[N:22][CH:21]=1>>[C:13]1([CH2:12][CH2:11][CH2:10][N:5]2[C:6]([C:7]([NH2:9])=[O:8])=[C:2]([NH:1][C:19]([C:20]3[CH:21]=[N:22][CH:23]=[CH:24][CH:25]=3)=[O:26])[N:3]=[CH:4]2)[CH:18]=[CH:17][CH:16]=[CH:15][CH:14]=1. Procedure details: An amidation reaction and post-treatment were carried out following the conditions of Example 17, using 2.00 g (8.19 mmol) of 4-amino-1-(3-phenylpropyl)-5-imidazolecarboxamide prepared in the same manner as in Example 114 and nicotinic acid instead of 3-pyridylacetic acid hydrochloride to obtain crude 1-(3-phenylpropyl)-4-(3-pyridylcarbonylamino)-5-imidazolecarboxamide.